Dataset: the Open Reaction Database (ORD), a public repository of structured organic reaction records. Task: describe an organic reaction: reactants, conditions, products, and yield Starting materials: C[Si](C)(C)CCOCn1ccc(-c2nc(N)nc3nn[nH]c23)n1, CO, Cl. The product is Nc1nc(-c2cc[nH]n2)c2[nH]nnc2n1. As a reaction SMILES: [CH3:1][Si:2]([CH3:3])([CH3:4])[CH2:5][CH2:6][O:22][CH2:23][n:7]1[n:8][c:9](-[c:12]2[c:13]3[c:14]([n:15][c:16]([NH2:18])[n:17]2)[n:19][n:20][nH:21]3)[cH:10][cH:11]1.[CH3:25][OH:26].[ClH:24]>>[nH:7]1[n:8][c:9](-[c:12]2[c:13]3[c:14]([n:15][c:16]([NH2:18])[n:17]2)[n:19][n:20][nH:21]3)[cH:10][cH:11]1. Starting materials: ClC1=CC=C(C=C1)C(C=1C(=NN(C1C(F)(F)F)C1CC1)C(=O)OCC)O (ethyl 4-((4-chlorophenyl)(hydroxy)methyl)-1-cyclopropyl-5-(trifluoromethyl)-1H-pyrazole-3-carboxylate), NC=1C=C(C(N(C1)C)=O)Cl (5-amino-3-chloro-1-methylpyridin-2(1H)-one). Run in CO.C(Cl)Cl (MeOH CH2Cl2). Product: ClC1=CC(=CN(C1=O)C)NC(C=1C(=NN(C1C(F)(F)F)C1CC1)C(=O)OCC)C1=CC=C(C=C1)Cl (ethyl 4-(((5-chloro-1-methyl-6-oxo-1,6-dihydropyridin-3-yl)amino)(4-chlorophenyl)-methyl)-1-cyclopropyl-5-(trifluoromethyl)-1H-pyrazole-3-carboxylate). As a reaction SMILES: [Cl:1][C:2]1[CH:7]=[CH:6][C:5]([CH:8](O)[C:9]2[C:10]([C:21]([O:23][CH2:24][CH3:25])=[O:22])=[N:11][N:12]([CH:18]3[CH2:20][CH2:19]3)[C:13]=2[C:14]([F:17])([F:16])[F:15])=[CH:4][CH:3]=1.[NH2:27][C:28]1[CH:29]=[C:30]([Cl:36])[C:31](=[O:35])[N:32]([CH3:34])[CH:33]=1>CO.C(Cl)Cl>[Cl:36][C:30]1[C:31](=[O:35])[N:32]([CH3:34])[CH:33]=[C:28]([NH:27][CH:8]([C:5]2[CH:6]=[CH:7][C:2]([Cl:1])=[CH:3][CH:4]=2)[C:9]2[C:10]([C:21]([O:23][CH2:24][CH3:25])=[O:22])=[N:11][N:12]([CH:18]3[CH2:20][CH2:19]3)[C:13]=2[C:14]([F:17])([F:16])[F:15])[CH:29]=1 |f:2.3|. Procedure details: The title compound was prepared in analogy to the procedure described in Step 10.3 using ethyl 4-((4-chlorophenyl)(hydroxy)methyl)-1-cyclopropyl-5-(trifluoromethyl)-1H-pyrazole-3-carboxylate (Step 40.2) and 5-amino-3-chloro-1-methylpyridin-2(1H)-one (Step 5.2) at RT for 3 days. tR: 1.24 min (LC-MS 2); ESI-MS: 529 [M+H]+ (LC-MS 2); Rf=0.52 (5% MeOH/CH2Cl2). The reactants are Clc1ccc(Br)cn1, CCN1CCNCC1, CC(C)(C)[O-], Cc1ccccc1, CN(C)c1ccccc1-c1ccccc1P(C1CCCCC1)C1CCCCC1, [Na+], O=C(C=Cc1ccccc1)C=Cc1ccccc1, O=C(C=Cc1ccccc1)C=Cc1ccccc1, O=C(C=Cc1ccccc1)C=Cc1ccccc1, [Pd], [Pd]. Product: CCN1CCN(c2ccc(Cl)nc2)CC1. Reaction SMILES: [Br:1][c:2]1[cH:3][cH:4][c:5]([Cl:8])[n:6][cH:7]1.[CH2:9]([CH3:10])[N:11]1[CH2:12][CH2:13][NH:14][CH2:15][CH2:16]1.[CH3:17][C:18]([CH3:19])([O-:20])[CH3:21].[CH3:51][c:52]1[cH:53][cH:54][cH:55][cH:56][cH:57]1.[CH:23]1([P:24]([CH:25]2[CH2:26][CH2:27][CH2:28][CH2:29][CH2:30]2)[c:31]2[cH:32][cH:33][cH:34][cH:35][c:36]2-[c:37]2[cH:38][cH:39][cH:40][cH:41][c:42]2[N:43]([CH3:44])[CH3:45])[CH2:46][CH2:47][CH2:48][CH2:49][CH2:50]1.[Na+:22].[O:60]=[C:61]([CH:62]=[CH:63][c:64]1[cH:65][cH:66][cH:67][cH:68][cH:69]1)[CH:70]=[CH:71][c:72]1[cH:73][cH:74][cH:75][cH:76][cH:77]1.[O:78]=[C:79]([CH:80]=[CH:81][c:82]1[cH:83][cH:84][cH:85][cH:86][cH:87]1)[CH:88]=[CH:89][c:90]1[cH:91][cH:92][cH:93][cH:94][cH:95]1.[O:96]=[C:97]([CH:98]=[CH:99][c:100]1[cH:101][cH:102][cH:103][cH:104][cH:105]1)[CH:106]=[CH:107][c:108]1[cH:109][cH:110][cH:111][cH:112][cH:113]1.[Pd:58].[Pd:59]>>[c:2]1([N:14]2[CH2:13][CH2:12][N:11]([CH2:9][CH3:10])[CH2:16][CH2:15]2)[cH:3][cH:4][c:5]([Cl:8])[n:6][cH:7]1. Starting materials: C1(=CC=CC=C1)S(=O)(=O)NC1=C(C2=C(S1)CCCC2)C(=O)OCC (ethyl 2-benzenesulphonylamino-4,5,6,7-tetrahydro-benzo[b]thiophene-3-carboxylate), NC1=C(C2=C(S1)CCCC2)C(=O)OC (methyl 2-amino-4,5,6,7-tetrahydrobenzo[b]thiophene-3-carboxylate), ClC1=CC=C(C=C1)S(=O)(=O)Cl (4-chlorobenzene-sulphonyl chloride). Yields the product ClC1=CC=C(C=C1)S(=O)(=O)NC1=C(C2=C(S1)CCCC2)C(=O)OC (Methyl 2-(4-chlorobenzenesulphonylamino)-4,5,6,7-tetrahydrobenzo[b]thiophen-3-carboxylate). As a reaction SMILES: [C:1]1([S:7]([NH:10][C:11]2[S:15][C:14]3[CH2:16][CH2:17][CH2:18][CH2:19][C:13]=3[C:12]=2[C:20]([O:22][CH2:23]C)=[O:21])(=[O:9])=[O:8])[CH:6]=[CH:5][CH:4]=[CH:3][CH:2]=1.NC1SC2CCCCC=2C=1C(OC)=O.[Cl:39]C1C=CC(S(Cl)(=O)=O)=CC=1>>[Cl:39][C:4]1[CH:5]=[CH:6][C:1]([S:7]([NH:10][C:11]2[S:15][C:14]3[CH2:16][CH2:17][CH2:18][CH2:19][C:13]=3[C:12]=2[C:20]([O:22][CH3:23])=[O:21])(=[O:9])=[O:8])=[CH:2][CH:3]=1. Reported procedure: Prepared by proceeding in a similar manner to Intermediate 1, starting from methyl 2-amino-4,5,6,7-tetrahydrobenzo[b]thiophene-3-carboxylate and 4-chlorobenzene-sulphonyl chloride Reactants: CCOCC (ether), CC1(C=2C=CC(=CC2C(CC1)(C)C)C=O)C (5,6,7,8-tetrahydro-5,5,8,8-tetramethyl-2-naphthaldehyde), BrCC(=O)OCC (ethyl bromoacetate). The reagents and catalysts are [Zn].[Cu] (zinc copper), [Zn] (zinc), O.C(C)(=O)[O-].[Cu+2].C(C)(=O)[O-] (copper(II) acetate monohydrate), [O-2].[Cr+6].[O-2].[O-2] (chromium(VI) oxide). The solvent is O1CCCC1 (tetrahydrofuran), S(O)(O)(=O)=O (sulfuric acid), C(C)(=O)O (acetic acid), O (water), S(O)(O)(=O)=O (sulfuric acid). Reaction conditions: time 75 minute. The product is O=C(CC(=O)OCC)C1=CC=2C(CCC(C2C=C1)(C)C)(C)C (ethyl 3-oxo-3-(5,6,7,8-tetrahydro-5,5,8,8-tetramethyl-2-naphthalenyl)-propionate). Isolated yield 29.8%. As a reaction SMILES: CCOCC.[CH3:6][C:7]1([CH3:21])[CH2:16][CH2:15][C:14]([CH3:18])([CH3:17])[C:13]2[CH:12]=[C:11]([CH:19]=[O:20])[CH:10]=[CH:9][C:8]1=2.Br[CH2:23][C:24]([O:26][CH2:27][CH3:28])=[O:25]>C(O)(=O)C.O1CCCC1.O.S(=O)(=O)(O)O.[Zn].O.C([O-])(=O)C.[Cu+2].C([O-])(=O)C.[Zn].[Cu].[O-2].[Cr+6].[O-2].[O-2]>[O:20]=[C:19]([C:11]1[CH:10]=[CH:9][C:8]2[C:7]([CH3:21])([CH3:6])[CH2:16][CH2:15][C:14]([CH3:17])([CH3:18])[C:13]=2[CH:12]=1)[CH2:23][C:24]([O:26][CH2:27][CH3:28])=[O:25] |f:8.9.10.11,12.13,14.15.16.17|. Procedure: 15 g (0.23 mole) of zinc powder and 1.5 g (8.3 millimoles) of copper(II) acetate monohydrate in 50 ml of glacial acetic acid were stirred for 30 minutes while cooling with ice. The mixture was then stirred with 50 ml of dry ether, and the solid was filtered off under suction and washed twice with dry ether and once with dry tetrahydrofuran. The solution of 21.6 g (0.1 mole) of 5,6,7,8-tetrahydro-5,5,8,8-tetramethyl-2-naphthaldehyde and 21.0 g (0.125 mole) of ethyl bromoacetate in 500 ml of dry t... The reactants are COC(CN1C(C(=CC=C1CC1=CC=CC=C1)NC(=O)OCCC1=CC=CC=C1)=O)=O (Methyl[6-benzyl-1,2-dihydro-2-oxo-3-(2-phenylethoxy)carbonylamino-1-pyridyl]acetate), [K+].[Br-] (KBr). Yields the product COC(CN1C(C(=CC=C1)NC(=O)OCC1=CC=CC=C1)=O)=O (Methyl[3-benzyloxycarbonylamino-1,2-dihydro-2-oxo-1-pyridyl]-acetate). RXN SMILES: [CH3:1][O:2][C:3](=[O:31])[CH2:4][N:5]1[C:10](CC2C=CC=CC=2)=[CH:9][CH:8]=[C:7]([NH:18][C:19]([O:21][CH2:22][CH2:23][C:24]2[CH:29]=[CH:28][CH:27]=[CH:26]C=2)=[O:20])[C:6]1=[O:30].[K+].[Br-]>>[CH3:1][O:2][C:3](=[O:31])[CH2:4][N:5]1[CH:10]=[CH:9][CH:8]=[C:7]([NH:18][C:19]([O:21][CH2:22][C:23]2[CH:24]=[CH:29][CH:28]=[CH:27][CH:26]=2)=[O:20])[C:6]1=[O:30] |f:1.2|. Procedure details: Methyl[6-benzyl-1,2-dihydro-2-oxo-3-(2-phenylethoxy)carbonylamino-1-pyridyl]acetate (49i), was isolated (88%) as a colorless solid: mp. 130°-133° C.; IR (KBr) 3363, 1746, 1732, 1651, 1604, 1515, 1368, 1231, 1212, 1185; 1H NMR (CDCl3) δ 8.00 (1H, d, J=7.0), 7.68 (1H, s), 7.36-7.10 (10H, m), 6.15 (1H, d, J=7.6), 4.7 (2H, s), 4.38 (2H, t, J=7.0), 3.88 (2H, s), 3.67 (3H, s), 2.98 (2H, t, J=7). ##STR125##